This data is from the Open Reaction Database (ORD), a public repository of structured organic reaction records. The task is: describe an organic reaction: reactants, conditions, products, and yield Reactants: Oc1ccc(Br)c(F)c1, O=C([O-])[O-], CC(C)O, Cc1ccccc1, OB(O)c1cc(F)c(F)c(F)c1, [K+], [K+], O. Yields the product Oc1ccc(-c2cc(F)c(F)c(F)c2)c(F)c1. As a reaction SMILES: [Br:1][c:2]1[c:3]([F:9])[cH:4][c:5]([OH:8])[cH:6][cH:7]1.[C:22](=[O:23])([O-:24])[O-:25].[CH3:28][CH:29]([OH:30])[CH3:31].[CH3:32][c:33]1[cH:34][cH:35][cH:36][cH:37][cH:38]1.[F:10][c:11]1[cH:12][c:13]([B:19]([OH:20])[OH:21])[cH:14][c:15]([F:18])[c:16]1[F:17].[K+:26].[K+:27].[OH2:39]>>[c:2]1(-[c:13]2[cH:12][c:11]([F:10])[c:16]([F:17])[c:15]([F:18])[cH:14]2)[c:3]([F:9])[cH:4][c:5]([OH:8])[cH:6][cH:7]1. The reactants are S1C(=CC=C1)C(=O)O (2-Thiophenecarboxylic acid), [N+](=O)(O)[O-] (nitric acid). Run in C(C)(=O)O (acetic acid), C(C)(=O)OC(C)=O (acetic anhydride). Product: [N+](=O)([O-])C=1C=C(SC1)C(=O)O (4-Nitro-2-thiophenecarboxylic acid). RXN SMILES: [S:1]1[CH:5]=[CH:4][CH:3]=[C:2]1[C:6]([OH:8])=[O:7].[N+:9]([O-])([OH:11])=[O:10]>C(OC(=O)C)(=O)C.C(O)(=O)C>[N+:9]([C:4]1[CH:3]=[C:2]([C:6]([OH:8])=[O:7])[S:1][CH:5]=1)([O-:11])=[O:10]. Procedure: 2-Thiophenecarboxylic acid (6.4 g, 50 mM) was suspended in acetic anhydride (15 ml) and fuming nitric acid (16 ml) in glacial acetic acid (25 ml) added slowly over 1 hour with stirring, while keeping the temperature of the reaction mixture below 30° C. The reaction mixture was stirred at ambient temperature for 2 hours. The product was purified by subjecting to chromatography (470 ml) on HP20SS resin using methanol/(water+1% acetic acid): 0/100→50/50 as eluant. The pure title compound was obtain... The reactants are ClCCl, C1CN2CCN1CC2, Cc1ccc(N(C(=O)c2ccco2)C2CCN(CCC3(CCN)CCCCC3)CC2)cc1, Cc1ccc(S(=O)(=O)Cl)cc1. The product is Cc1ccc(N(C(=O)c2ccco2)C2CCN(CCC3(CCNS(=O)(=O)c4ccc(C)cc4)CCCCC3)CC2)cc1. As a reaction SMILES: [Cl:52][CH2:53][Cl:54].[N:33]12[CH2:34][CH2:35][N:36]([CH2:37][CH2:38]1)[CH2:39][CH2:40]2.[NH2:1][CH2:2][CH2:3][C:4]1([CH2:10][CH2:11][N:12]2[CH2:13][CH2:14][CH:15]([N:18]([C:19](=[O:20])[c:21]3[o:22][cH:23][cH:24][cH:25]3)[c:26]3[cH:27][cH:28][c:29]([CH3:32])[cH:30][cH:31]3)[CH2:16][CH2:17]2)[CH2:5][CH2:6][CH2:7][CH2:8][CH2:9]1.[c:41]1([CH3:51])[cH:42][cH:43][c:44]([S:47](=[O:48])(=[O:49])[Cl:50])[cH:45][cH:46]1>>[NH:1]([CH2:2][CH2:3][C:4]1([CH2:10][CH2:11][N:12]2[CH2:13][CH2:14][CH:15]([N:18]([C:19](=[O:20])[c:21]3[o:22][cH:23][cH:24][cH:25]3)[c:26]3[cH:27][cH:28][c:29]([CH3:32])[cH:30][cH:31]3)[CH2:16][CH2:17]2)[CH2:5][CH2:6][CH2:7][CH2:8][CH2:9]1)[S:47]([c:44]1[cH:43][cH:42][c:41]([CH3:51])[cH:46][cH:45]1)(=[O:48])=[O:49]. Starting materials: C(#N)[Cu] (CuCN), BrC1=C(C=C(C=C1)F)N1N=CC=C1 (1-(2-Bromo-5-fluoro-phenyl)-1H-pyrazole). Run in CN(C)C=O (DMF), CN(C)C=O (DMF). Run at temperature 110 celsius. Yields the product FC1=CC(=C(C#N)C=C1)N1N=CC=C1 (4-Fluoro-2-pyrazol-1-yl-benzonitrile). Isolated yield 72.4%. As a reaction SMILES: [C:1]([Cu])#[N:2].Br[C:5]1[CH:10]=[CH:9][C:8]([F:11])=[CH:7][C:6]=1[N:12]1[CH:16]=[CH:15][CH:14]=[N:13]1>CN(C=O)C>[F:11][C:8]1[CH:9]=[CH:10][C:5]([C:1]#[N:2])=[C:6]([N:12]2[CH:16]=[CH:15][CH:14]=[N:13]2)[CH:7]=1. Procedure: To a stirred suspension of CuCN (358 mg, 4.0 mmol, Aldrich) in DMF (2 mL, Sure Seal) was added a solution of 1-(2-Bromo-5-fluoro-phenyl)-1H-pyrazole (964 mg, 4.0 mmol) in DMF (2 mL) and the resulting clear solution was stirred in an oil bath heated at 110° C. under nitrogen for 1.5 h. After cooling, the mixture was concentrated in vacuo and the residue mixed with 14% aqueous NH4OH (10 mL) was stirred at room temperature for 0.5 h. To this was added EtOAc (15 mL) and the mixture stirred for addit... The reactants are Cl.Cl.N=C1NC(CCCC1O)CN1CCOCC1 (hexahydro-2-imino-7-[(4-morpholinyl)methyl]-1H-azepin-3-ol, dihydrochloride), product, C(=C)C1N(C(CCCC1)=O)C(=O)OC(C)(C)C (1,1-dimethylethyl 2-ethenylhexahydro-7-oxo-1H-azepine-1-carboxylate), organo lithium, enolate, C[Si](C)(C)OO[Si](C)(C)C (bis(trimethylsilyl)peroxide). Procedure details: hexahydro-2-imino-7-[(4-morpholinyl)methyl]-1H-azepin-3-ol, dihydrochloride ##STR220## 215 A) The product of Example 214, part A, 1,1-dimethylethyl 2-ethenylhexahydro-7-oxo-1H-azepine-1-carboxylate, is treated with an organo lithium base at low temperature to generate the enolate which is subsequently reacted with bis(trimethylsilyl)peroxide by the methods of F. A. Davis et al Tettrahodron Lett. 1988, 29, 4269 and L. Camici et al Tettrahodron Lett. 1988, 29, 4197 to yield 1,1-dimethylethyl hexah... The product is OC1C(N(C(CCC1)CN1CCOCC1)C(=O)OC(C)(C)C)=O (1,1-dimethylethyl hexahydro-3-hydroxy-7-[(4-morpholinyl)methyl]-2-oxo-1H-azepine-1-carboxylate). RXN SMILES: Cl.Cl.N=[C:4]1[CH:10]([OH:11])[CH2:9][CH2:8][CH2:7][CH:6]([CH2:12][N:13]2[CH2:18][CH2:17][O:16][CH2:15][CH2:14]2)[NH:5]1.C(C1CCCCC(=O)N1[C:29]([O:31][C:32]([CH3:35])([CH3:34])[CH3:33])=[O:30])=C.C[Si]([O:40]O[Si](C)(C)C)(C)C>>[OH:11][CH:10]1[CH2:9][CH2:8][CH2:7][CH:6]([CH2:12][N:13]2[CH2:18][CH2:17][O:16][CH2:15][CH2:14]2)[N:5]([C:29]([O:31][C:32]([CH3:35])([CH3:34])[CH3:33])=[O:30])[C:4]1=[O:40] |f:0.1.2|. Starting materials: BrC1=CC2=C(N=C(S2)[C@@H]2C[C@H](C2)N2[C@@H](CCC2)C)C=C1 (Trans-6-bromo-2-{3-[(2R)-2-methylpyrrolidin-1-yl]cyclobutyl}-1,3-benzothiazole), COC1=NC(=C(C=N1)B(O)O)OC (2,6-dimethoxy-5-pyrimidineboronic acid), N1=CN=CC(=C1)B(O)O (pyrimidine-5-boronic acid). Yields the product COC1=NC=C(C(=N1)OC)C1=CC2=C(N=C(S2)[C@@H]2C[C@@H](C2)N2[C@H](CCC2)C)C=C1 (Cis-6-(2,4-dimethoxypyrimidin-5-yl)-2-{3-[(2S)-2-methylpyrrolidin-1-yl]cyclobutyl}-1,3-benzothiazole). As a reaction SMILES: Br[C:2]1[CH:20]=[CH:19][C:5]2[N:6]=[C:7]([C@H:9]3[CH2:12][C@H:11]([N:13]4[CH2:17][CH2:16][CH2:15][C@H:14]4[CH3:18])[CH2:10]3)[S:8][C:4]=2[CH:3]=1.[CH3:21][O:22][C:23]1[N:28]=[CH:27][C:26](B(O)O)=[C:25]([O:32][CH3:33])[N:24]=1.N1C=C(B(O)O)C=NC=1>>[CH3:21][O:22][C:23]1[N:24]=[C:25]([O:32][CH3:33])[C:26]([C:2]2[CH:20]=[CH:19][C:5]3[N:6]=[C:7]([C@H:9]4[CH2:12][C@@H:11]([N:13]5[CH2:17][CH2:16][CH2:15][C@@H:14]5[CH3:18])[CH2:10]4)[S:8][C:4]=3[CH:3]=2)=[CH:27][N:28]=1. Procedure: The title compound was prepared according to the procedure described in Example 1F, substituting the product of Example 19A for the product of Example 1E and substituting 2,6-dimethoxy-5-pyrimidineboronic acid for pyrimidine-5-boronic acid. 1H NMR (400 MHz, CDCl3) δ ppm 8.31 (s, 1H) 7.91-8.03 (m, 2H) 7.55 (dd, J=8.44, 1.69 Hz, 1H) 4.06 (s, 3H) 4.05 (s, 3H) 3.55-3.70 (m, 1H) 3.15-3.29 (m, 1H) 3.02-3.14 (m, 1H) 2.72-2.88 (m, 1H) 2.60-2.71 (m, 1H) 2.43-2.56 (m, 3H) 2.30-2.40 (m, 1H) 1.91-2.02 (m, 1...